This data is from the Open Reaction Database (ORD), a public repository of structured organic reaction records. The task is: describe an organic reaction: reactants, conditions, products, and yield RXN SMILES: [C:1]([CH3:2])([CH3:3])([CH3:4])[O:5][C:6](=[O:7])[N:8]1[CH2:9][CH2:10][C:11]([c:14]2[cH:15][c:16]3[c:17]([n:18][cH:19][n:20][c:21]3[Cl:22])[n:23]2[S:24](=[O:25])(=[O:26])[c:27]2[cH:28][cH:29][cH:30][cH:31][cH:32]2)=[CH:12][CH2:13]1.[CH2:43]([OH:44])[CH2:45][CH2:46][CH3:47].[NH2:33][c:34]1[cH:35][c:36]2[cH:37][cH:38][nH:39][c:40]2[cH:41][cH:42]1>>[C:1]([CH3:2])([CH3:3])([CH3:4])[O:5][C:6](=[O:7])[N:8]1[CH2:9][CH2:10][C:11]([c:14]2[cH:15][c:16]3[c:17]([n:18][cH:19][n:20][c:21]3[NH:33][c:34]3[cH:35][c:36]4[cH:37][cH:38][nH:39][c:40]4[cH:41][cH:42]3)[n:23]2[S:24](=[O:25])(=[O:26])[c:27]2[cH:28][cH:29][cH:30][cH:31][cH:32]2)=[CH:12][CH2:13]1. Reactants: CC(C)(C)OC(=O)N1CC=C(c2cc3c(Cl)ncnc3n2S(=O)(=O)c2ccccc2)CC1, CCCCO, Nc1ccc2[nH]ccc2c1. Product: CC(C)(C)OC(=O)N1CC=C(c2cc3c(Nc4ccc5[nH]ccc5c4)ncnc3n2S(=O)(=O)c2ccccc2)CC1.